Task: describe an organic reaction: reactants, conditions, products, and yield. Dataset: the Open Reaction Database (ORD), a public repository of structured organic reaction records The reactants are C[O-].[Na+] (sodium methoxide), C(=O)OCC (ethyl formate), C(CCCCCCCCC)C1=CC=C2CCCC(C2=C1)=O (7-decyl-tetralone). Run in C1(=CC=CC=C1)C (toluene), C1(=CC=CC=C1)C (toluene). Run at time 4 hour. Yields the product OC=C1C(C2=CC(=CC=C2CC1)CCCCCCCCCC)=O (2-Hydroxymethylene-7-n-decyl-1-tetralone). Reaction SMILES: C[O-].[Na+].C([O:6][CH2:7][CH3:8])=O.[CH2:9]([C:19]1[CH:28]=C2[C:22]([CH2:23][CH2:24][CH2:25][C:26]2=[O:29])=[CH:21][CH:20]=1)[CH2:10][CH2:11][CH2:12][CH2:13][CH2:14][CH2:15][CH2:16][CH2:17][CH3:18]>C1(C)C=CC=CC=1>[OH:29][CH:26]=[C:25]1[CH2:24][CH2:23][C:22]2[C:8](=[CH:28][C:19]([CH2:9][CH2:10][CH2:11][CH2:12][CH2:13][CH2:14][CH2:15][CH2:16][CH2:17][CH3:18])=[CH:20][CH:21]=2)[C:7]1=[O:6] |f:0.1|. Procedure details: A mixture of sodium methoxide (5.4 gm, 40.5 moles), ethyl formate (7.4 gm, 100 mmoles) and 100 mL dry toluene was cooled in an ice bath under inert atomosphere nitrogen. A solution of the 7-decyl-tetralone (11.5 gm, 40 mmoles) in 100 mL dry toluene was added with rapid stirring. The ice bath was removed and the reaction was stirred at room temperature for 4 hours. The reaction mixture was treated with 100 mL water and 100 mL 6N HCl. The organic layer was separated and washed twice with 50 mL sat... Starting materials: CC(C(C[C@H](C(=O)NC(C(=O)N)CC=1N(C=NC1)C(=O)OC(C)(C)C)CC1=CC=CC=C1)=O)(C)C (α-[(R)-α-(3,3-dimethyl-2-oxobutyl)hydrocinnamamido]-3-t-butoxycarbonylimidazole-4-propionamide), C([O-])([O-])=O.[K+].[K+] (potassium carbonate). Run in CO (methanol). Run at time 5 hour. The product is CC(C(C[C@H](C(=O)NC(C(=O)N)CC=1N=CNC1)CC1=CC=CC=C1)=O)(C)C (α-[(R)-α-(3,3-dimethyl-2-oxobutyl)hydrocinnamamido]imidazole-4-propionamide). RXN SMILES: [CH3:1][C:2]([CH3:35])([CH3:34])[C:3](=[O:33])[CH2:4][C@@H:5]([CH2:26][C:27]1[CH:32]=[CH:31][CH:30]=[CH:29][CH:28]=1)[C:6]([NH:8][CH:9]([CH2:13][C:14]1[N:15](C(OC(C)(C)C)=O)[CH:16]=[N:17][CH:18]=1)[C:10]([NH2:12])=[O:11])=[O:7].C(=O)([O-])[O-].[K+].[K+]>CO>[CH3:1][C:2]([CH3:35])([CH3:34])[C:3](=[O:33])[CH2:4][C@@H:5]([CH2:26][C:27]1[CH:28]=[CH:29][CH:30]=[CH:31][CH:32]=1)[C:6]([NH:8][CH:9]([CH2:13][C:14]1[N:15]=[CH:16][NH:17][CH:18]=1)[C:10]([NH2:12])=[O:11])=[O:7] |f:1.2.3|. Reported procedure: 490 mg (0.565 mmol) of (S)-N-[(1S,2S,4S,5S or R)-1-(cyclohexylmethyl)-2,5-dihydroxy-6-[4-(2-hydroxyethyl)-1-piperazinyl]-4-isopropylhexyl]-α-[(R)-α-(3,3-dimethyl-2-oxobutyl)hydrocinnamamido]-3-t-butoxycarbonylimidazole-4-propionamide are dissolved in 5.5 ml of methanol, treated with 23 mg of potassium carbonate and stirred at room temperature for 5 hours. Thereafter, the reaction mixture is evaporated and the residue is chromatographed on 35 g of silica gel with a 110:10:1 mixture of methylene c... Reactants: C1(=CC(=CC=C1)N1C=NC2=C1C=CC(=C2)CO)C2=CC=CC=C2 (1-(3-biphenylyl)-5-hydroxymethylbenzimidazole), C1(=CC=CC=C1)[Se](=O)O (benzeneseleninic acid). The solvent is C1(=CC=CC=C1)C (toluene). Conditions: temperature 85 celsius. Product: C1(=CC(=CC=C1)N1C=NC2=C1C=CC(=C2)C=O)C2=CC=CC=C2 (1-(3-biphenylyl)-5-formylbenzimidazole). RXN SMILES: [C:1]1([C:18]2[CH:23]=[CH:22][CH:21]=[CH:20][CH:19]=2)[CH:6]=[CH:5][CH:4]=[C:3]([N:7]2[C:11]3[CH:12]=[CH:13][C:14]([CH2:16][OH:17])=[CH:15][C:10]=3[N:9]=[CH:8]2)[CH:2]=1.C1([Se](O)=O)C=CC=CC=1>C1(C)C=CC=CC=1>[C:1]1([C:18]2[CH:19]=[CH:20][CH:21]=[CH:22][CH:23]=2)[CH:6]=[CH:5][CH:4]=[C:3]([N:7]2[C:11]3[CH:12]=[CH:13][C:14]([CH:16]=[O:17])=[CH:15][C:10]=3[N:9]=[CH:8]2)[CH:2]=1. Procedure: To a solution of 1-(3-biphenylyl)-5hydroxymethylbenzimidazole (61a) (0.2 g, 0.7 mmol) in toluene (3 ml) was added benzeneseleninic acid (0.19 g, 1 mmol). The reaction mixture was heated to 85° C. for 2 hours. After cooling, the product was filtered off and washed thoroughly with warm water. Yield: 80 mg, 0.27 mmol, 38%. mp 170°-172° C. The reactants are COC1=CC=C(C=C1)P1(SP(S1)(C1=CC=C(C=C1)OC)=S)=S (2,4-bis(4-methoxyphenyl)-1,3-dithia-2,4-diphosphetane 2,4-disulfide), C1(=CC=CC=C1)CN1CCC2(CC1)OC(C1=CC=CC=C12)=O (1′-(phenylmethyl)-spiro[isobenzofuran-1(3H),4′-piperidin]-3-one), [NH4+].[Cl-] (NH4Cl). Run in C1(=CC=CC=C1)C (toluene). Run at temperature 140 celsius. Product: C(C1=CC=CC=C1)N1CCC2(CC1)OC(C1=CC=CC=C12)=S (1′-(benzyl)-spiro[isobenzofuran-1(3H),4′-piperidin]-3-thione). As a reaction SMILES: [C:1]1([CH2:7][N:8]2[CH2:13][CH2:12][C:11]3([C:21]4[C:16](=[CH:17][CH:18]=[CH:19][CH:20]=4)[C:15](=O)[O:14]3)[CH2:10][CH2:9]2)[CH:6]=[CH:5][CH:4]=[CH:3][CH:2]=1.COC1C=CC(P2(=S)SP(=S)(C3C=CC(OC)=CC=3)[S:32]2)=CC=1.[NH4+].[Cl-]>C1(C)C=CC=CC=1>[CH2:7]([N:8]1[CH2:13][CH2:12][C:11]2([C:21]3[C:16](=[CH:17][CH:18]=[CH:19][CH:20]=3)[C:15](=[S:32])[O:14]2)[CH2:10][CH2:9]1)[C:1]1[CH:6]=[CH:5][CH:4]=[CH:3][CH:2]=1 |f:2.3|. Reported procedure: To a mixture of 1′-(phenylmethyl)-spiro[isobenzofuran-1(3H),4′-piperidin]-3-one (25 g, 85.2 mmol) [C.A.S. 37663-42-6] in toluene (600 ml), was added 2,4-bis(4-methoxyphenyl)-1,3-dithia-2,4-diphosphetane 2,4-disulfide (Lawesson's reagent) (34.47 g, 85.2 mmol was added. The reaction mixture was heated at 140° C. for 2 h. After cooling, the mixture was poured into NH4Cl (aqueous sat. solution) and extracted with DCM. The organic phase was separated, dried (MgSO4) and concentrated in vacuo. The resi... Starting materials: N1C=C(C2=CC=CC=C12)C1CCNCC1 (4-(3-indolyl)-piperidine), N (ammonia), ClCCCCN1C(N(C2=C1C=CC=C2)C(=C)C)=O (1-(4-chloro-butyl)-3-isopropenylbenzimidazolone), C([O-])(O)=O.[Na+] (sodium bicarbonate). Run in O1CCCC1 (tetrahydrofuran), CN(C=O)C (dimethyl-formamide). Run at time 2 hour. Product: N1C=C(C2=CC=CC=C12)C1CCN(CC1)CCCCN1C(NC2=C1C=CC=C2)=O (N-{4-[4-(3-Indolyl)-piperidino]-butyl}-benzimidazolone). RXN SMILES: [NH:1]1[C:9]2[C:4](=[CH:5][CH:6]=[CH:7][CH:8]=2)[C:3]([CH:10]2[CH2:15][CH2:14][NH:13][CH2:12][CH2:11]2)=[CH:2]1.Cl[CH2:17][CH2:18][CH2:19][CH2:20][N:21]1[C:25]2[CH:26]=[CH:27][CH:28]=[CH:29][C:24]=2[N:23](C(C)=C)[C:22]1=[O:33].C(=O)(O)[O-].[Na+].N>O1CCCC1.CN(C)C=O>[NH:1]1[C:9]2[C:4](=[CH:5][CH:6]=[CH:7][CH:8]=2)[C:3]([CH:10]2[CH2:15][CH2:14][N:13]([CH2:17][CH2:18][CH2:19][CH2:20][N:21]3[C:25]4[CH:26]=[CH:27][CH:28]=[CH:29][C:24]=4[NH:23][C:22]3=[O:33])[CH2:12][CH2:11]2)=[CH:2]1 |f:2.3|. Procedure details: A mixture consisting of 3.0 gm of 4-(3-indolyl)-piperidine, 4.0 gm of 1-(4-chloro-butyl)-3-isopropenylbenzimidazolone, 1.3 gm of sodium bicarbonate, 30 ml of dimethyl-formamide and 30 ml of tetrahydrofuran was refluxed for 16 hours. Thereafter, the reaction mixture was poured into a mixture of ice and ammonia, the aqueous mixture was extracted with ethyl acetate, and the extract solution was washed with water, dried and evaporated to dryness in vacuo. The residue was dissolved in ether, etheric ... Starting materials: ClCCCC1=NOC2=C1C=CC(=C2)F (3-(3-chloropropyl)-6-fluoro-1,2-benzisoxazole), hexamethyleneimine, C([O-])(O)=O.[Na+] (sodium bicarbonate), CN(C=O)C (dimethylformamide), [I-].[K+] (potassium iodide). Reaction conditions: temperature 80 celsius, time 3 hour. Yields the product C(C(=O)O)(=O)O.FC1=CC2=C(C(=NO2)CCCN2CCCCCC2)C=C1 (1-[3-(6-Fluoro-1,2-benzisoxazol-3-yl)propyl]-2,3,4,5,6,7-hexahydroazepine oxalate). Isolated yield 33.0%. RXN SMILES: Cl[CH2:2][CH2:3][CH2:4][C:5]1[C:9]2[CH:10]=[CH:11][C:12]([F:14])=[CH:13][C:8]=2[O:7][N:6]=1.[C:15](=[O:18])([OH:17])[O-].[Na+].[I-].[K+].[CH3:22][N:23]([CH3:26])C=[O:25]>>[C:8]([OH:7])(=[O:25])[C:15]([OH:17])=[O:18].[F:14][C:12]1[CH:11]=[CH:10][C:9]2[C:5]([CH2:4][CH2:3][CH2:2][N:23]3[CH2:26][CH2:5][CH2:4][CH2:3][CH2:2][CH2:22]3)=[N:6][O:7][C:8]=2[CH:13]=1 |f:1.2,3.4,6.7|. Procedure: To 40 ml of dry dimethylformamide, was added 4.2 g of 3-(3-chloropropyl)-6-fluoro-1,2-benzisoxazole, 2.3 ml of hexamethyleneimine, 8.0 g of sodium bicarbonate, and a crystal of potassium iodide. After stirring at 80° C. for three hrs, the mixture was filtered and the filtrate was evaporated to an oil. The oil was stirred with 100 ml of water for five mins and then extracted with ether. The ether extract was washed with water (2x), saturated sodium chloride solution, and dried over anhydrous magn... Reactants: NC1=NC(=C(C(=N1)Cl)C#N)C1=CC=CC=C1 (2-amino-4-chloro-6-phenyl-pyrimidine-5-carbonitrile), C(=C\C1=CC=CC=C1)/B(O)O ((E)-styrylboronic acid), C([O-])([O-])=O.[Na+].[Na+] (sodium carbonate). Reagents/catalysts: C1=CC=C(C=C1)P(C2=CC=CC=C2)C3=CC=CC=C3.C1=CC=C(C=C1)P(C2=CC=CC=C2)C3=CC=CC=C3.C1=CC=C(C=C1)P(C2=CC=CC=C2)C3=CC=CC=C3.C1=CC=C(C=C1)P(C2=CC=CC=C2)C3=CC=CC=C3.[Pd] (tetrakis(triphenylphosphine)palladium(O)). Run in O1CCOCC1.O (dioxane water). Yields the product NC1=NC(=C(C(=N1)C1=CC=CC=C1)C#N)\C=C\C1=CC=CC=C1 ((E)-2-Amino-4-phenyl-6-styryl-pyrimidine-5-carbonitrile). As a reaction SMILES: [NH2:1][C:2]1[N:7]=[C:6](Cl)[C:5]([C:9]#[N:10])=[C:4]([C:11]2[CH:16]=[CH:15][CH:14]=[CH:13][CH:12]=2)[N:3]=1.[CH:17](/B(O)O)=[CH:18]\[C:19]1[CH:24]=[CH:23][CH:22]=[CH:21][CH:20]=1.C(=O)([O-])[O-].[Na+].[Na+]>O1CCOCC1.O.C1C=CC(P(C2C=CC=CC=2)C2C=CC=CC=2)=CC=1.C1C=CC(P(C2C=CC=CC=2)C2C=CC=CC=2)=CC=1.C1C=CC(P(C2C=CC=CC=2)C2C=CC=CC=2)=CC=1.C1C=CC(P(C2C=CC=CC=2)C2C=CC=CC=2)=CC=1.[Pd]>[NH2:1][C:2]1[N:3]=[C:4]([C:11]2[CH:16]=[CH:15][CH:14]=[CH:13][CH:12]=2)[C:5]([C:9]#[N:10])=[C:6](/[CH:17]=[CH:18]/[C:19]2[CH:24]=[CH:23][CH:22]=[CH:21][CH:20]=2)[N:7]=1 |f:2.3.4,5.6,7.8.9.10.11|. Procedure: From 2-amino-4-chloro-6-phenyl-pyrimidine-5-carbonitrile, (E)-styrylboronic acid, tetrakis(triphenylphosphine)palladium(O) and sodium carbonate in dioxane/water. EI-MIS m/e (%): 298 (M+, 84), 297 ([M—H]+, 100).